From a dataset of the Open Reaction Database (ORD), a public repository of structured organic reaction records. describe an organic reaction: reactants, conditions, products, and yield Reactants: C1(=CC=CC=C1)C=1N=C(NC1C1=CC=CC=C1)SCCCCCNC1=CC=CC=C1 (N-[5-(4,5-diphenyl-1H-imidazol-2-ylthio)pentyl]benzeneamine), C(CCCCCCC)N=C=O (n-octylisocyanate). The solvent is C1(=CC=CC=C1)C (toluene). Yields the product C1(=CC=CC=C1)C=1N=C(NC1C1=CC=CC=C1)SCCCCCN(C(=O)NCCCCCCCC)C1=CC=CC=C1 (N-[5-(4,5-diphenyl-1H-imidazol-2-ylthio)pentyl]-N'-octyl-N-phenylurea). The yield is 56.0%. As a reaction SMILES: [C:1]1([C:7]2[N:8]=[C:9]([S:18][CH2:19][CH2:20][CH2:21][CH2:22][CH2:23][NH:24][C:25]3[CH:30]=[CH:29][CH:28]=[CH:27][CH:26]=3)[NH:10][C:11]=2[C:12]2[CH:17]=[CH:16][CH:15]=[CH:14][CH:13]=2)[CH:6]=[CH:5][CH:4]=[CH:3][CH:2]=1.[CH2:31]([N:39]=[C:40]=[O:41])[CH2:32][CH2:33][CH2:34][CH2:35][CH2:36][CH2:37][CH3:38]>C1(C)C=CC=CC=1>[C:1]1([C:7]2[N:8]=[C:9]([S:18][CH2:19][CH2:20][CH2:21][CH2:22][CH2:23][N:24]([C:25]3[CH:26]=[CH:27][CH:28]=[CH:29][CH:30]=3)[C:40]([NH:39][CH2:31][CH2:32][CH2:33][CH2:34][CH2:35][CH2:36][CH2:37][CH3:38])=[O:41])[NH:10][C:11]=2[C:12]2[CH:17]=[CH:16][CH:15]=[CH:14][CH:13]=2)[CH:2]=[CH:3][CH:4]=[CH:5][CH:6]=1. Reported procedure: To a solution of N-[5-(4,5-diphenyl-1H-imidazol-2-ylthio)pentyl]benzeneamine (0.41 g, 0.001 mol) in toluene (25 mL) was added n-octylisocyanate (0.23 g, 0.0015 mol). The reaction mixture was stirred at reflux for 18 hours and then the solvent was removed under vacuum. The residue (1.0 g) was chromatographed with 7:3 hexane-ethyl acetate. The resulting solid was triturated with hexane to give the title compound (0.32 g, 0.00056 mol) as a white solid, mp 74°-76°. 1H NMR (CDCl3) 11.8(s,1H), 7.75-7....